Task: describe an organic reaction: reactants, conditions, products, and yield. Dataset: the Open Reaction Database (ORD), a public repository of structured organic reaction records Procedure details: A mixture of 6.7 parts of 1-(4-chlorobutyl)-1H-benzimidazole, 5.5 parts of 1,3-dihydro-1-(4-piperidinyl)-2H-benzimidazol-2-one, 5.3 parts of sodium carbonate, 0.1 parts of potassium iodide and 200 parts of 4-methyl-2-pentanone is stirred and refluxed overnight. The reaction mixture is cooled, water is added and the layers are separated. The organic phase is dried, filtered and evaporated. The residue is purified twice by column-chromatography over silica gel using first a mixture of trichloromet... As a reaction SMILES: Cl[CH2:2][CH2:3][CH2:4][CH2:5][N:6]1[C:10]2[CH:11]=[CH:12][CH:13]=[CH:14][C:9]=2[N:8]=[CH:7]1.[NH:15]1[CH2:20][CH2:19][CH:18]([N:21]2[C:25]3[CH:26]=[CH:27][CH:28]=[CH:29][C:24]=3[NH:23][C:22]2=[O:30])[CH2:17][CH2:16]1.C(=O)([O-])[O-].[Na+].[Na+].[I-].[K+]>O.CC(C)CC(=O)C>[N:6]1([CH2:5][CH2:4][CH2:3][CH2:2][N:15]2[CH2:16][CH2:17][CH:18]([N:21]3[C:25]4[CH:26]=[CH:27][CH:28]=[CH:29][C:24]=4[NH:23][C:22]3=[O:30])[CH2:19][CH2:20]2)[C:10]2[CH:11]=[CH:12][CH:13]=[CH:14][C:9]=2[N:8]=[CH:7]1 |f:2.3.4,5.6|. The solvent is CC(CC(C)=O)C (4-methyl-2-pentanone), O (water). The product is N1(C=NC2=C1C=CC=C2)CCCCN2CCC(CC2)N2C(NC1=C2C=CC=C1)=O (1-{1-[4-(1H-benzimidazol-1-yl)butyl]-4-piperidinyl}-1,3-dihydro-2H-benzimidazol-2-one). Starting materials: ClCCCCN1C=NC2=C1C=CC=C2 (1-(4-chlorobutyl)-1H-benzimidazole), N1CCC(CC1)N1C(NC2=C1C=CC=C2)=O (1,3-dihydro-1-(4-piperidinyl)-2H-benzimidazol-2-one), C([O-])([O-])=O.[Na+].[Na+] (sodium carbonate), [I-].[K+] (potassium iodide). Reactants: O=C(O)c1ccc(-c2cnc3c(c2)N(Cc2cc(Cl)ccc2C(F)(F)F)CCN3)cc1, OC1(c2ccc(Cl)cc2)CCNCC1. Yields the product O=C(c1ccc(-c2cnc3c(c2)N(Cc2cc(Cl)ccc2C(F)(F)F)CCN3)cc1)N1CCC(O)(c2ccc(Cl)cc2)CC1. Reaction SMILES: [Cl:1][c:2]1[cH:3][cH:4][c:5]([C:28]([F:29])([F:30])[F:31])[c:6]([CH2:7][N:8]2[c:9]3[c:10]([n:14][cH:15][c:16](-[c:18]4[cH:19][cH:20][c:21]([C:22](=[O:23])[OH:24])[cH:25][cH:26]4)[cH:17]3)[NH:11][CH2:12][CH2:13]2)[cH:27]1.[Cl:32][c:33]1[cH:34][cH:35][c:36]([C:39]2([OH:45])[CH2:40][CH2:41][NH:42][CH2:43][CH2:44]2)[cH:37][cH:38]1>>[Cl:1][c:2]1[cH:3][cH:4][c:5]([C:28]([F:29])([F:30])[F:31])[c:6]([CH2:7][N:8]2[c:9]3[c:10]([n:14][cH:15][c:16](-[c:18]4[cH:19][cH:20][c:21]([C:22](=[O:23])[N:42]5[CH2:41][CH2:40][C:39]([c:36]6[cH:35][cH:34][c:33]([Cl:32])[cH:38][cH:37]6)([OH:45])[CH2:44][CH2:43]5)[cH:25][cH:26]4)[cH:17]3)[NH:11][CH2:12][CH2:13]2)[cH:27]1.